Dataset: the Open Reaction Database (ORD), a public repository of structured organic reaction records. Task: describe an organic reaction: reactants, conditions, products, and yield Reactants: CC(CCC(C)=O)=C (5-methyl-5-hexen-2-one), C(C=CC1=CC=CC=C1)Cl (cinnamyl chloride). Run in C(C)O (ethanol). The product is C1(=CC=CC=C1)C=CCCC(C)=O (6-phenyl-5-hexen-2-one). As a reaction SMILES: C[C:2](=[CH2:8])[CH2:3][CH2:4][C:5](=[O:7])[CH3:6].C(Cl)C=C[C:12]1[CH:17]=[CH:16][CH:15]=[CH:14][CH:13]=1>C(O)C>[C:12]1([CH:8]=[CH:2][CH2:3][CH2:4][C:5](=[O:7])[CH3:6])[CH:17]=[CH:16][CH:15]=[CH:14][CH:13]=1. Procedure details: The synthesis was similar to that used for 5-methyl-5-hexen-2-one. Materials that were used: cinnamyl chloride (100 g, 0.655 mole, Acros Organic), pentadione (72 g, 0.72 mole), and ethanol (460 mL). Product, 70-75° C., 0.1 mmHg, 48 g (42%). 1H-NMR (CDCl3, δ): 2.15 (s, 3H); 2.16 (m, 2H); 2.60 (m, 2H); 6.17 (m, 1H), 6.42 (d, 1H), 7.2-7.33 (m, 5H). The reactants are C1=CC=CC=2C(C3=CC=CC=C3C(C12)=O)=O (anthraquinone), C(C)(C)(C)OC(=O)NCC(=O)O (N-tertiarybutoxycarbonylglycine), NCCCNC1=CC=C(C=2C(C3=CC=CC=C3C(C12)=O)=O)NCCCN (1,4-bis[(3-aminopropyl)amino]-anthracene-9,10-dione), C(C)(C)(C)OC(=O)N[C@@H](CC1=CC=CC=C1)C(=O)O (N-tertiarybutoxycarbonyl-L-phenylalanine). Yields the product NCCCNC1=CC=C(C=2C(C3=CC=CC=C3C(C12)=O)=O)NCCCNC([C@@H](N)CC1=CC=CC=C1)=O (4-[(3-aminopropyl)amino]-1-[(3-L-phenylalanylaminopropyl)-amino]-anthracene-9,10-dione). RXN SMILES: C1C2C(=O)C3C(=CC=CC=3)C(=O)C=2C=CC=1.[NH2:17][CH2:18][CH2:19][CH2:20][NH:21][C:22]1[C:35]2[C:34](=[O:36])[C:33]3[C:28](=[CH:29][CH:30]=[CH:31][CH:32]=3)[C:27](=[O:37])[C:26]=2[C:25]([NH:38][CH2:39][CH2:40][CH2:41][NH2:42])=[CH:24][CH:23]=1.C(OC([NH:50][C@H:51]([C:59](O)=[O:60])[CH2:52][C:53]1[CH:58]=[CH:57][CH:56]=[CH:55][CH:54]=1)=O)(C)(C)C.C(OC(NCC(O)=O)=O)(C)(C)C>>[NH2:42][CH2:41][CH2:40][CH2:39][NH:38][C:25]1[C:26]2[C:27](=[O:37])[C:28]3[C:33](=[CH:32][CH:31]=[CH:30][CH:29]=3)[C:34](=[O:36])[C:35]=2[C:22]([NH:21][CH2:20][CH2:19][CH2:18][NH:17][C:59](=[O:60])[C@H:51]([CH2:52][C:53]2[CH:54]=[CH:55][CH:56]=[CH:57][CH:58]=2)[NH2:50])=[CH:23][CH:24]=1. Procedure details: Example 29 was prepared by an equivalent procedure to that described for Example 24 except that the starting anthraquinone was 1,4-bis[(3-aminopropyl)amino]-anthracene-9,10-dione and N-tertiarybutoxycarbonyl-L-phenylalanine replaced N-tertiarybutoxycarbonylglycine.